From a dataset of the Open Reaction Database (ORD), a public repository of structured organic reaction records. describe an organic reaction: reactants, conditions, products, and yield The reactants are C(C1=CC=CC=C1)C1=NNC2=CC=CC=C12 (Benzyl-indazole), CC(C)([O-])C.[K+] (potassium tert-butoxide). Run in CS(=O)C (dimethylsulfoxide). Reaction conditions: time 18 hour. Product: N1N=CC2=CC=CC=C12 (indazole). As a reaction SMILES: C([C:8]1[C:16]2[C:11](=[CH:12][CH:13]=[CH:14][CH:15]=2)[NH:10][N:9]=1)C1C=CC=CC=1.CC(C)([O-])C.[K+]>CS(C)=O>[NH:10]1[C:11]2[C:16](=[CH:15][CH:14]=[CH:13][CH:12]=2)[CH:8]=[N:9]1 |f:1.2|. Procedure: Benzyl-indazole is dissolved in dimethylsulfoxide and potassium tert-butoxide (1 M solution in tetrahydrofuran) is added at room temperature. Oxygen is then bubbled into the solution for 5 minutes. The reaction is allowed to stir at room temperature for 18 h. The reaction is quenched with aqueous saturated ammonium chloride then extracted three times with ethyl acetate. The combined organic extracts are dried over sodium sulfate, and concentrated. Purification by flash chromatography provides th...